From a dataset of the Open Reaction Database (ORD), a public repository of structured organic reaction records. describe an organic reaction: reactants, conditions, products, and yield Reactants: C1CCOC1, C[Si](C)(C)[O-], COC(=O)CN1C(=O)C(C)(C)CCC1(C)c1cc(F)cc(F)c1, [K+]. Yields the product CC1(C)CCC(C)(c2cc(F)cc(F)c2)N(CC(=O)[O-])C1=O, [K+]. RXN SMILES: [CH2:30]1[O:31][CH2:32][CH2:33][CH2:34]1.[CH3:24][Si:25]([CH3:26])([CH3:27])[O-:28].[F:1][c:2]1[cH:3][c:4]([C:9]2([CH3:23])[N:10]([CH2:18][C:19](=[O:20])[O:21][CH3:22])[C:11](=[O:17])[C:12]([CH3:15])([CH3:16])[CH2:13][CH2:14]2)[cH:5][c:6]([F:8])[cH:7]1.[K+:29]>>[F:1][c:2]1[cH:3][c:4]([C:9]2([CH3:23])[N:10]([CH2:18][C:19](=[O:20])[O-:21])[C:11](=[O:17])[C:12]([CH3:15])([CH3:16])[CH2:13][CH2:14]2)[cH:5][c:6]([F:8])[cH:7]1.[K+:29]. Reactants: C(C)C1=CC=C(C=C1)C1CC(CNC1)C(=O)NC1=CC=CC=C1 (5-(4-ethylphenyl)-N-phenylpiperidine-3-carboxamide), C1(CCCC1)N=C=O (cyclopentyl isocyanate). Product: C1(CCCC1)NC(=O)N1CC(CC(C1)C1=CC=C(C=C1)CC)C(=O)NC1=CC=CC=C1 (N1-Cyclopentyl-5-(4-ethylphenyl)-N3-phenylpiperidine-1,3-dicarboxamide). RXN SMILES: [CH2:1]([C:3]1[CH:8]=[CH:7][C:6]([CH:9]2[CH2:14][NH:13][CH2:12][CH:11]([C:15]([NH:17][C:18]3[CH:23]=[CH:22][CH:21]=[CH:20][CH:19]=3)=[O:16])[CH2:10]2)=[CH:5][CH:4]=1)[CH3:2].[CH:24]1([N:29]=[C:30]=[O:31])[CH2:28][CH2:27][CH2:26][CH2:25]1>>[CH:24]1([NH:29][C:30]([N:13]2[CH2:14][CH:9]([C:6]3[CH:5]=[CH:4][C:3]([CH2:1][CH3:2])=[CH:8][CH:7]=3)[CH2:10][CH:11]([C:15]([NH:17][C:18]3[CH:19]=[CH:20][CH:21]=[CH:22][CH:23]=3)=[O:16])[CH2:12]2)=[O:31])[CH2:28][CH2:27][CH2:26][CH2:25]1. Procedure details: 62 mg (0.20 mmol) of 5-(4-ethylphenyl)-N-phenylpiperidine-3-carboxamide (Example 17A) and 22 mg (0.20 mmol, 1.0 eq.) of cyclopentyl isocyanate were reacted according to General Method 4. Yield: 70 mg (83% of theory) Starting materials: CO, CCc1nc(NNC(=O)C(CC2CCCC2)CN(C=O)OCc2ccccc2)c(F)c(N2CC(N(C)C)C3(CC3)C2)n1. The product is CCc1nc(NNC(=O)C(CC2CCCC2)CN(O)C=O)c(F)c(N2CC(N(C)C)C3(CC3)C2)n1. Reaction SMILES: [CH3:43][OH:44].[CH:1]1([CH2:6][CH:7]([CH2:8][N:9]([CH:10]=[O:11])[O:12][CH2:13][c:14]2[cH:15][cH:16][cH:17][cH:18][cH:19]2)[C:20](=[O:21])[NH:22][NH:23][c:24]2[n:25][c:26]([CH2:41][CH3:42])[n:27][c:28]([N:31]3[CH2:32][C:33]4([CH2:34][CH2:35]4)[CH:36]([N:38]([CH3:39])[CH3:40])[CH2:37]3)[c:29]2[F:30])[CH2:2][CH2:3][CH2:4][CH2:5]1>>[CH:1]1([CH2:6][CH:7]([CH2:8][N:9]([CH:10]=[O:11])[OH:12])[C:20](=[O:21])[NH:22][NH:23][c:24]2[n:25][c:26]([CH2:41][CH3:42])[n:27][c:28]([N:31]3[CH2:32][C:33]4([CH2:34][CH2:35]4)[CH:36]([N:38]([CH3:39])[CH3:40])[CH2:37]3)[c:29]2[F:30])[CH2:2][CH2:3][CH2:4][CH2:5]1. The reactants are C(C)(C)C=1C=CC2=C(N=CN=C2NC=2C=C(C(=O)Cl)C=CC2SC2=CC=C(C=C2)OC)N1 (3-(7-Isopropyl-pyrido[2,3-d]pyrimidin-4-ylamino)-4-(4-methoxy-phenylsulfanyl)-benzoyl chloride), BrC=1C=C(N)C=CC1 (3-bromoaniline), NC1=CC=C(C(=C1)O)C (5-amino-o-cresol). Product: BrC=1C=C(C=CC1)NC(C1=CC(=C(C=C1)SC1=CC=C(C=C1)OC)NC=1C2=C(N=CN1)N=C(C=C2)C(C)C)=O (N-(3-Bromo-phenyl)-3-(7-isopropyl-pyrido[2,3-d]pyrimidin-4-ylamino)-4-(4-methoxy-phenylsulfanyl)-benzamide). RXN SMILES: [CH:1]([C:4]1[CH:5]=[CH:6][C:7]2[C:12]([NH:13][C:14]3[CH:15]=[C:16]([CH:20]=[CH:21][C:22]=3[S:23][C:24]3[CH:29]=[CH:28][C:27]([O:30][CH3:31])=[CH:26][CH:25]=3)[C:17](Cl)=[O:18])=[N:11][CH:10]=[N:9][C:8]=2[N:32]=1)([CH3:3])[CH3:2].[Br:33][C:34]1[CH:35]=[C:36]([CH:38]=[CH:39][CH:40]=1)[NH2:37].NC1C=C(O)C(C)=CC=1>>[Br:33][C:34]1[CH:35]=[C:36]([NH:37][C:17](=[O:18])[C:16]2[CH:20]=[CH:21][C:22]([S:23][C:24]3[CH:29]=[CH:28][C:27]([O:30][CH3:31])=[CH:26][CH:25]=3)=[C:14]([NH:13][C:12]3[C:7]4[CH:6]=[CH:5][C:4]([CH:1]([CH3:3])[CH3:2])=[N:32][C:8]=4[N:9]=[CH:10][N:11]=3)[CH:15]=2)[CH:38]=[CH:39][CH:40]=1. Reported procedure: The product from Example 137B was reacted with 3-bromoaniline according to the procedure from Example 137C substituting 3-bromoaniline for 5-amino-o-cresol to provide the title compound as an off white solid after silica gel chromatography (50 mg, 38%). 1H NMR (300 MHz, DMSO-D6) δ ppm: 1.34 (d, J=6.99 Hz, 6H), 3.16-3.30 (m, 1H), 3.77 (s, 3H), 7.00 (d, J=8.82 Hz, 2H), 7.40 (d, J=8.82 Hz, 2H), 7.53 (d, J=8.82 Hz, 2H), 7.64 (d, J=8.82 Hz, 1), 7.74 (d, J=8.82 Hz, 2H), 7.81 (dd, J=8.46, 1.84 Hz, 1H),... Reactants: methyl fatty acid esters, CS(=O)(=O)O (methanesulfonic acid), CC1=CCC(CC1)(C(C)C)O (terpineol), CC1(C2CCC(C2)(C1O)C)C (fenchol), C12(C(CC(CC1)C2(C)C)O)C (borneol), CC1=CCC(CC1)C(C)(C)O (terpene alcohol), C12(C(CC(CC1)C2(C)C)O)C (borneol), CC1=CCC(CC1)(C(C)C)O (terpineol). Reaction conditions: time 10 hour. Yields the product CC1=CC[C@@H](CC1)C(=C)C (Limonene), CC1=CCC(=C(C)C)CC1 (terpinolene), CC1=CCC(CC1)(C(C)C)O (terpineol), reaction mixture. Isolated yield 65.0%. RXN SMILES: [CH3:1][C:2]1[CH2:7][CH2:6][C:5]([OH:11])([CH:8]([CH3:10])[CH3:9])[CH2:4][CH:3]=1.CC1(C)C(O)C2(C)CC1CC2.[C:23]12([CH3:33])[C:29]([CH3:31])([CH3:30])[CH:26]([CH2:27][CH2:28]1)[CH2:25][CH:24]2O.CS(O)(=O)=O.CC1CCC(C(O)(C)C)CC=1>>[CH3:1][C:2]1[CH2:7][CH2:6][C@@H:5]([C:8]([CH3:10])=[CH2:9])[CH2:4][CH:3]=1.[CH3:33][C:23]1[CH2:28][CH2:27][C:26](=[C:29]([CH3:31])[CH3:30])[CH2:25][CH:24]=1.[CH3:1][C:2]1[CH2:7][CH2:6][C:5]([OH:11])([CH:8]([CH3:9])[CH3:10])[CH2:4][CH:3]=1. Procedure details: Crude pine oil (138.8 g; dehydrated by vacuum stripping and containing terpineol: 94.0%; fenchol: 0.29%; borneol: 3.66%) is heated with ME-810 (12.4 g; mixture of methyl fatty acid esters, available from Peter Cremer NA, LP) and methanesulfonic acid (1.0 g) at 100° C., 30-60 mm Hg for 10 h. GC of the reaction mixture shows: terpineol: 19.9%; borneol: 1.85%; terpene alcohol fatty esters: 2%. Limonene and terpinolene, formed by acid-catalyzed dehydration of terpineol, account for 65% of the reacti... Reactants: [Al+3], COCCOC, CNC1COc2ccccc2C(O)C1, [Cl-], [Cl-], [Cl-]. Product: CNC1C=Cc2ccccc2OC1, Cl. Reaction SMILES: [Al+3:18].[CH3:19][O:20][CH2:21][CH2:22][O:23][CH3:24].[CH3:1][NH:2][CH:3]1[CH2:4][O:5][c:6]2[c:7]([cH:11][cH:12][cH:13][cH:14]2)[CH:8]([OH:10])[CH2:9]1.[Cl-:15].[Cl-:16].[Cl-:17]>>[CH3:1][NH:2][CH:3]1[CH2:4][O:5][c:6]2[c:7]([cH:11][cH:12][cH:13][cH:14]2)[CH:8]=[CH:9]1.[ClH:15].